Dataset: the Open Reaction Database (ORD), a public repository of structured organic reaction records. Task: describe an organic reaction: reactants, conditions, products, and yield Reactants: NC1=C(C=CC=C1)N1C(SC(C1=O)CC(=O)O)NC1=CC=CC=C1 (N-(2-Aminophenyl)-2-(2-anilino-4-oxo-4,5-dihydro-1,3-thiazol-5-yl)acetic acid), CC#N (MeCN), O-phenylendiamine, Cl.CN(CCCN=C=NCC)C (1-[3-(dimethylamino)propyl]-3-ethylcarbodiimide hydrochloride), C(Cl)Cl.CN(C)C=O (DCM DMF). Run at temperature 40 celsius, time 2 hour. Product: NC1=C(C=CC=C1)NC(CC1C(N=C(S1)NC1=CC=CC=C1)=O)=O (N-(2-Aminophenyl)-2-(2-anilino-4-oxo-4,5-dihydro-1,3-thiazol-5-yl)acetamide). RXN SMILES: NC1C=CC=CC=1[N:8]1[C:12](=[O:13])[CH:11]([CH2:14][C:15]([OH:17])=O)[S:10][CH:9]1[NH:18][C:19]1[CH:24]=[CH:23][CH:22]=[CH:21][CH:20]=1.Cl.CN(C)[CH2:28][CH2:29][CH2:30][N:31]=C=NCC.[CH3:37][C:38]#N.C(Cl)Cl.C[N:44]([CH:46]=O)C>>[NH2:31][C:30]1[CH:29]=[CH:28][CH:38]=[CH:37][C:46]=1[NH:44][C:15](=[O:17])[CH2:14][CH:11]1[S:10][C:9]([NH:18][C:19]2[CH:20]=[CH:21][CH:22]=[CH:23][CH:24]=2)=[N:8][C:12]1=[O:13] |f:1.2,4.5|. Procedure details: N-(2-Aminophenyl)-2-(2-anilino-4-oxo-4,5-dihydro-1,3-thiazol-5-yl)acetic acid, prepared using method 2 above, (30 mg, 1 eq) was dissolved in a mixture of DCM/DMF (2 mL/2 mL) and O-phenylendiamine (15 mg, 1.1 eq), and 1-[3-(dimethylamino)propyl]-3-ethylcarbodiimide hydrochloride (EDC, 30 mg, 1.3 eq) were then added sequentially. The reaction mixture was stirred 40° C. for 2 h.Separated between DCM and H2O, the organic layer concentrated to give a crude orange brown oil used directly in the next s... Starting materials: C1=CC=C2C(=C1)C(=O)C(C2=O)(O)O (ninhydrin), Cl.C(C)OC1=C(C=C(C=C1)OCC)NC(NN)=O (4-(2,5-diethoxyphenyl)-semicarbazide hydrochloride). The product is C(C)OC1=C(C=C(C=C1)OCC)NC(NN=C1C(C2=CC=CC=C2C1=O)=O)=O (2-[4-(2,5-diethoxyphenyl)-semicarbazono]indan-1,3-dione). As a reaction SMILES: [CH:1]1[CH:6]=[C:5]2[C:7]([C:9](O)(O)[C:10](=[O:11])[C:4]2=[CH:3][CH:2]=1)=[O:8].Cl.[CH2:15]([O:17][C:18]1[CH:23]=[CH:22][C:21]([O:24][CH2:25][CH3:26])=[CH:20][C:19]=1[NH:27][C:28](=[O:31])[NH:29][NH2:30])[CH3:16]>>[CH2:15]([O:17][C:18]1[CH:23]=[CH:22][C:21]([O:24][CH2:25][CH3:26])=[CH:20][C:19]=1[NH:27][C:28](=[O:31])[NH:29][N:30]=[C:9]1[C:10](=[O:11])[C:4]2[C:5](=[CH:6][CH:1]=[CH:2][CH:3]=2)[C:7]1=[O:8])[CH3:16] |f:1.2|. Reported procedure: ninhydrin, 4-(2,5-diethoxyphenyl)-semicarbazide hydrochloride Reactants: COCCC(=O)Cl, COc1ccccc1COCCCOc1ccc(C2CCN(C(=O)OC(C)(C)C)CC2OCc2cccc(N)c2)cc1. Yields the product COCCC(=O)Nc1cccc(COC2CN(C(=O)OC(C)(C)C)CCC2c2ccc(OCCCOCc3ccccc3OC)cc2)c1. Reaction SMILES: [CH3:43][O:44][CH2:45][CH2:46][C:47](=[O:48])[Cl:49].[NH2:1][c:2]1[cH:3][c:4]([CH2:5][O:6][CH:7]2[CH2:8][N:9]([C:33](=[O:34])[O:35][C:36]([CH3:37])([CH3:38])[CH3:39])[CH2:10][CH2:11][CH:12]2[c:13]2[cH:14][cH:15][c:16]([O:19][CH2:20][CH2:21][CH2:22][O:23][CH2:24][c:25]3[c:26]([O:31][CH3:32])[cH:27][cH:28][cH:29][cH:30]3)[cH:17][cH:18]2)[cH:40][cH:41][cH:42]1>>[NH:1]([c:2]1[cH:3][c:4]([CH2:5][O:6][CH:7]2[CH2:8][N:9]([C:33](=[O:34])[O:35][C:36]([CH3:37])([CH3:38])[CH3:39])[CH2:10][CH2:11][CH:12]2[c:13]2[cH:14][cH:15][c:16]([O:19][CH2:20][CH2:21][CH2:22][O:23][CH2:24][c:25]3[c:26]([O:31][CH3:32])[cH:27][cH:28][cH:29][cH:30]3)[cH:17][cH:18]2)[cH:40][cH:41][cH:42]1)[C:47]([CH2:46][CH2:45][O:44][CH3:43])=[O:48]. RXN SMILES: [NH2:1][C:2]1[CH:3]=[C:4]([CH:16]=[CH:17][CH:18]=1)[C:5]([N:7]([CH2:12][CH2:13][O:14][CH3:15])[CH2:8][CH2:9][O:10][CH3:11])=[O:6].[OH-].[Na+].Cl[C:22]([O:24][C:25]1[CH:30]=[CH:29][CH:28]=[CH:27][CH:26]=1)=[O:23]>O1CCOCC1>[CH3:15][O:14][CH2:13][CH2:12][N:7]([CH2:8][CH2:9][O:10][CH3:11])[C:5]([C:4]1[CH:3]=[C:2]([NH:1][C:22](=[O:23])[O:24][C:25]2[CH:30]=[CH:29][CH:28]=[CH:27][CH:26]=2)[CH:18]=[CH:17][CH:16]=1)=[O:6] |f:1.2|. Procedure: To a stirred solution of 3-amino-N,N-bis(2-methoxyethyl)benzamide (1.01 g) in 1,4-dioxane (10 ml) was added 1N sodium hydroxide solution (5.2 ml) and phenyl chloroformate (0.55 ml) successively in an ice-cooled bath. The bath was removed and the reaction mixture was stirred vigorously for 1 hour, during which time phenyl chloroformate (0.25 ml) was further added. The mixture was extracted with dichloromethane and the organic layer was washed with water twice and brine, dried over anhydrous magne... Run at time 1 hour. The product is COCCN(C(=O)C=1C=C(C=CC1)NC(OC1=CC=CC=C1)=O)CCOC (phenyl 3-[N,N-bis(2-methoxyethyl)carbamoyl]phenylcarbamate). Reactants: NC=1C=C(C(=O)N(CCOC)CCOC)C=CC1 (3-amino-N,N-bis(2-methoxyethyl)benzamide), [OH-].[Na+] (sodium hydroxide), ClC(=O)OC1=CC=CC=C1 (phenyl chloroformate), ice. Run in O1CCOCC1 (1,4-dioxane). Reactants: N1C=CC2=CC=CC=C12 (indole), CN1C(C(=C(C1=O)Br)Br)=O (N-methyl-2,3-dibromomaleimide), Cl (hydrochloric acid), [Li+].C[Si](C)(C)[N-][Si](C)(C)C (LiHMDS). Run in O1CCCC1 (tetrahydrofuran), O1CCCC1 (tetrahydrofuran). Conditions: time 45 minute. Product: BrC=1C(N(C(C1C1=CNC2=CC=CC=C12)=O)C)=O (3-bromo-4-(1H-indol-3-yl)-1-methyl-1H-pyrrole-2,5-dione). RXN SMILES: [NH:1]1[C:9]2[C:4](=[CH:5][CH:6]=[CH:7][CH:8]=2)[CH:3]=[CH:2]1.[Li+].C[Si]([N-][Si](C)(C)C)(C)C.[CH3:20][N:21]1[C:25](=[O:26])[C:24](Br)=[C:23]([Br:28])[C:22]1=[O:29].Cl>O1CCCC1>[Br:28][C:23]1[C:22](=[O:29])[N:21]([CH3:20])[C:25](=[O:26])[C:24]=1[C:3]1[C:4]2[C:9](=[CH:8][CH:7]=[CH:6][CH:5]=2)[NH:1][CH:2]=1 |f:1.2|. Procedure details: A solution of 1.445 g of indole dissolved in 29 ml of dry tetrahydrofliran is brought to from −20 to −10° C. under argon, and then 26 ml of LiHMDS (1M in hexane) are added dropwise in the course of 15 minutes. After 45 minutes at −10° C., the solution is diluted with an additional 15 ml of tetrahydrofuran and a solution of 2 g of N-methyl-2,3-dibromomaleimide dissolved in 17 ml of tetrahydrofuran is added dropwise in the course of 30 minutes. After 15 minutes at −10° C. and 15 minutes at 0° C., ... Procedure details: Sodium (10.7 g, 467 mmol) is dissolved in ethanol (500 mL) and the resulting solution is diluted with THF (100 mL) before mercapto-acetic acid ethyl ester (33.7 g, 280 mmol) dissolved in THF (70 mL) is slowly added at 5° C. The mixture is stirred at rt for 1 h before a solution of 3-chloro-2-isobutyl-but-2-enal (30 g, 187 mmol) in THF (100 mL) is slowly added at 8° C. The resulting yellow suspension is stirred at rt for 16 h. The reaction mixture is diluted with diethyl ether (500 mL) and is was... The reactants are ClC(=C(C=O)CC(C)C)C (3-chloro-2-isobutyl-but-2-enal), C(C)OC(CS)=O (mercapto-acetic acid ethyl ester), [Na] (Sodium). Reaction conditions: time 16 hour. Solvent: C1CCOC1 (THF), C(C)OCC (diethyl ether), C1CCOC1 (THF), C(C)O (ethanol), C1CCOC1 (THF). Reaction SMILES: [Na].C([O:4][C:5](=[O:8])[CH2:6][SH:7])C.Cl[C:10]([CH3:18])=[C:11]([CH2:14][CH:15]([CH3:17])[CH3:16])[CH:12]=O>C(O)C.C1COCC1.C(OCC)C>[CH2:14]([C:11]1[CH:12]=[C:6]([C:5]([OH:4])=[O:8])[S:7][C:10]=1[CH3:18])[CH:15]([CH3:17])[CH3:16] |^1:0|. Yield: 28.3%. Product: C(C(C)C)C=1C=C(SC1C)C(=O)O (4-isobutyl-5-methyl-thiophene-2-carboxylic acid). Starting materials: Cl (HCl), ClC1=C(C=CC=C1)C=1NC2=NC(=NC(=C2N1)N1CCN(CC1)CC)C (8-(2-chlorophenyl)-6-(4-ethylpiperazin-1-yl)-2-methyl-9H-purine). Run in CCOCC (ether). Reaction conditions: time 1 hour. Product: Cl.ClC1=C(C=CC=C1)C=1NC2=NC(=NC(=C2N1)N1CCN(CC1)CC)C (8-(2-Chlorophenyl)-6-(4-ethylpiperazin-1-yl)-2-methyl-9H-purine hydrochloride). Yield: 199.8%. RXN SMILES: Cl.[Cl:2][C:3]1[CH:8]=[CH:7][CH:6]=[CH:5][C:4]=1[C:9]1[NH:10][C:11]2[C:16]([N:17]=1)=[C:15]([N:18]1[CH2:23][CH2:22][N:21]([CH2:24][CH3:25])[CH2:20][CH2:19]1)[N:14]=[C:13]([CH3:26])[N:12]=2>CCOCC>[ClH:2].[Cl:2][C:3]1[CH:8]=[CH:7][CH:6]=[CH:5][C:4]=1[C:9]1[NH:10][C:11]2[C:16]([N:17]=1)=[C:15]([N:18]1[CH2:23][CH2:22][N:21]([CH2:24][CH3:25])[CH2:20][CH2:19]1)[N:14]=[C:13]([CH3:26])[N:12]=2 |f:3.4|. Procedure: Heat a solution of 6-chloro-8-(2-chloro-phenyl)-2-methyl-9H-purine (0.5 g, 0.0017 mol), N-ethyl piperazine (0.22 g, 0.0019 mol), and triethyl amine (0.22 g, 0.0022 mol) in ethanol (10 mL) at 90° C. for 8 h. Alternatively, heat the reaction with microwave irradiation. Upon reaction completion, concentrate the reaction mixture under reduced pressure. Dissolve the residue in dry dichloromethane and wash with saturated sodium bicarbonate solution, water, and brine. Dry the organic layer over anhydro...